Task: describe an organic reaction: reactants, conditions, products, and yield. Dataset: the Open Reaction Database (ORD), a public repository of structured organic reaction records Starting materials: [BH4-], CCOC(C)=O, COC(=O)c1ccc(O)c(-n2cccc2C=O)c1, [Na+], C1CCOC1, O. Yields the product COC(=O)c1ccc(O)c(-n2cccc2CO)c1. As a reaction SMILES: [BH4-:1].[CH3:21][CH2:22][O:23][C:24](=[O:25])[CH3:26].[CH:3](=[O:4])[c:5]1[n:6](-[c:10]2[cH:11][c:12]([C:13](=[O:14])[O:15][CH3:16])[cH:17][cH:18][c:19]2[OH:20])[cH:7][cH:8][cH:9]1.[Na+:2].[O:28]1[CH2:29][CH2:30][CH2:31][CH2:32]1.[OH2:27]>>[CH2:3]([OH:4])[c:5]1[n:6](-[c:10]2[cH:11][c:12]([C:13](=[O:14])[O:15][CH3:16])[cH:17][cH:18][c:19]2[OH:20])[cH:7][cH:8][cH:9]1. The reactants are NC[C@@H]1CC[C@H](CC1)CNC1=NC2=CC=CC=C2C(=N1)N(C)C (trans-N2-(4-aminomethyl-cyclohexylmethyl)-N4,N4-dimethyl-quinazoline-2,4-diamine), BrC1=CC(=C(C=O)C=C1)OC(F)(F)F (4-bromo-2-trifluoromethoxy-benzaldehyde), C(C)(=O)O (acetic acid), [BH-](OC(=O)C)(OC(=O)C)OC(=O)C.[Na+] (NaBH(OAc)3). The solvent is C(Cl)Cl (CH2Cl2). Reaction conditions: time 4 hour. Product: BrC1=CC(=C(CNC[C@@H]2CC[C@H](CC2)CNC2=NC3=CC=CC=C3C(=N2)N(C)C)C=C1)OC(F)(F)F (trans-N2-{4-[(4-bromo-2-trifluoromethoxy-benzylamino)-methyl]-cyclohexylmethyl}-N4,N4-dimethyl-quinazoline-2,4-diamine). Isolated yield 86.9%. Reaction SMILES: [NH2:1][CH2:2][C@H:3]1[CH2:8][CH2:7][C@H:6]([CH2:9][NH:10][C:11]2[N:20]=[C:19]([N:21]([CH3:23])[CH3:22])[C:18]3[C:13](=[CH:14][CH:15]=[CH:16][CH:17]=3)[N:12]=2)[CH2:5][CH2:4]1.[Br:24][C:25]1[CH:32]=[CH:31][C:28]([CH:29]=O)=[C:27]([O:33][C:34]([F:37])([F:36])[F:35])[CH:26]=1.C(O)(=O)C.[BH-](OC(C)=O)(OC(C)=O)OC(C)=O.[Na+]>C(Cl)Cl>[Br:24][C:25]1[CH:32]=[CH:31][C:28]([CH2:29][NH:1][CH2:2][C@H:3]2[CH2:8][CH2:7][C@H:6]([CH2:9][NH:10][C:11]3[N:20]=[C:19]([N:21]([CH3:23])[CH3:22])[C:18]4[C:13](=[CH:14][CH:15]=[CH:16][CH:17]=4)[N:12]=3)[CH2:5][CH2:4]2)=[C:27]([O:33][C:34]([F:35])([F:36])[F:37])[CH:26]=1 |f:3.4|. Reported procedure: To a solution of trans-N2-(4-aminomethyl-cyclohexylmethyl)-N4,N4-dimethyl-quinazoline-2,4-diamine (500 mg, 1.59 mmol) in CH2Cl2 (5 mL) were added 4-bromo-2-trifluoromethoxy-benzaldehyde obtained in step A of example 13 (428 mg, 1.59 mmol), acetic acid (95 mg, 1.59 mmol), and NaBH(OAc)3 (505 mg, 2.38 mmol). The reaction mixture was stirred at ambient temperature for 4 hr. The reaction was quenched with saturated aqueous NaHCO3. The aqueous layer was extracted with CHCl3 (three times). The combine...